From a dataset of the Open Reaction Database (ORD), a public repository of structured organic reaction records. describe an organic reaction: reactants, conditions, products, and yield Starting materials: CC=1C(=CC=2C(CCC(C2C1)(C)C)(C)C)OS(OC1=CC=C(C(=O)OCC)C=C1)(=O)=O (ethyl 4-(5,6,7,8-tetrahydro-3,5,5,8,8-pentamethyl-2-naphthylsulfoxy)benzoate), CC=1C(=CC=2C(CCC(C2C1)(C)C)(C)C)OS(OC1=CC=C(C(=O)OCC)C=C1)(=O)=O (ethyl 4-(5,6,7,8-tetrahydro-3,5,5,8,8-pentamethyl-2-naphthylsulfoxy)benzoate), [Li+].[OH-] (LiOH), CO (MeOH). Run in O1CCCC1 (tetrahydrofuran). Conditions: temperature 55 celsius, time 8 hour. Product: CC=1C(=CC=2C(CCC(C2C1)(C)C)(C)C)OS(OC1=CC=C(C(=O)O)C=C1)(=O)=O (4-(5,6,7,8-tetrahydro-3,5,5,8,8-pentamethyl-2-naphthylsulfoxy)benzoic acid). Isolated yield 0.6%. As a reaction SMILES: [CH3:1][C:2]1[C:3]([O:16][S:17](=[O:31])(=[O:30])[O:18][C:19]2[CH:29]=[CH:28][C:22]([C:23]([O:25]CC)=[O:24])=[CH:21][CH:20]=2)=[CH:4][C:5]2[C:6]([CH3:15])([CH3:14])[CH2:7][CH2:8][C:9]([CH3:13])([CH3:12])[C:10]=2[CH:11]=1.[Li+].[OH-].CO>O1CCCC1>[CH3:1][C:2]1[C:3]([O:16][S:17](=[O:31])(=[O:30])[O:18][C:19]2[CH:20]=[CH:21][C:22]([C:23]([OH:25])=[O:24])=[CH:28][CH:29]=2)=[CH:4][C:5]2[C:6]([CH3:15])([CH3:14])[CH2:7][CH2:8][C:9]([CH3:12])([CH3:13])[C:10]=2[CH:11]=1 |f:1.2|. Reported procedure: To a solution of 58 mg (0.15 mmol) of ethyl 4-(5,6,7,8-tetrahydro-3,5,5,8,8-pentamethyl-2-naphthylsulfoxy)benzoate (Compound 8) in 4.0 mL of tetrahydrofuran was added 1.0 mL of LiOH (2N aqueous solution) and 2.0 ml of MeOH. The solution was heated at 55° C. for 2 h and stirred at room temperature for 8 h. The reaction mixture was then concentrated in vacuo. The residue was diluted with brine and 10% HCl and extracted with diethyl ether (2×). The combined ether layers were dried (MgSO4), filtered... Starting materials: CCCCCCBr, CCCCCCCCOc1ccc(C(=O)O)cc1. Product: CCCCCCOc1ccc(C(=O)O)cc1. Reaction SMILES: [Br:19][CH2:20][CH2:21][CH2:22][CH2:23][CH2:24][CH3:25].[CH2:1]([CH2:2][CH2:3][CH2:4][CH2:5][CH2:6][CH2:7][CH3:8])[O:9][c:10]1[cH:11][cH:12][c:13]([C:14](=[O:15])[OH:16])[cH:17][cH:18]1>>[CH2:1]([CH2:2][CH2:3][CH2:4][CH2:5][CH3:6])[O:9][c:10]1[cH:11][cH:12][c:13]([C:14](=[O:15])[OH:16])[cH:17][cH:18]1. Reactants: OOS(=O)[O-].[K+] (OXONE), O (H2O), C(#N)C1(CC1)NC([C@H](CSCC=1C=NC=CC1)N[C@H](C(F)(F)F)C1=CC=C(C=C1)F)=O (N-(1-cyanocyclopropyl)-2(R)-[2,2,2-trifluoro-1(S)-(4-fluorophenyl)ethylamino]-3-(pyridin-3-ylmethylsulfanyl)propionamide). Solvent: CO (MeOH). Run at time 2 hour. The product is C(#N)C1(CC1)NC([C@H](CS(=O)(=O)CC=1C=NC=CC1)N[C@H](C(F)(F)F)C1=CC=C(C=C1)F)=O (N-(1-cyanocyclopropyl)-3-pyridin-3-ylmethanesulfonyl-2(R)-(2,2,2-trifluoro-1(S)-4-fluorophenylethylamino)propionamide). Reaction SMILES: [C:1]([C:3]1([NH:6][C:7](=[O:31])[C@@H:8]([NH:18][C@@H:19]([C:24]2[CH:29]=[CH:28][C:27]([F:30])=[CH:26][CH:25]=2)[C:20]([F:23])([F:22])[F:21])[CH2:9][S:10][CH2:11][C:12]2[CH:13]=[N:14][CH:15]=[CH:16][CH:17]=2)[CH2:5][CH2:4]1)#[N:2].[OH:32]OS([O-])=O.[K+].[OH2:38]>CO>[C:1]([C:3]1([NH:6][C:7](=[O:31])[C@@H:8]([NH:18][C@@H:19]([C:24]2[CH:25]=[CH:26][C:27]([F:30])=[CH:28][CH:29]=2)[C:20]([F:22])([F:23])[F:21])[CH2:9][S:10]([CH2:11][C:12]2[CH:13]=[N:14][CH:15]=[CH:16][CH:17]=2)(=[O:32])=[O:38])[CH2:4][CH2:5]1)#[N:2] |f:1.2|. Procedure details: N-(1-cyanocyclopropyl)-2(R)-[2,2,2-trifluoro-1(S)-(4-fluorophenyl)ethylamino]-3-(pyridin-3-ylmethylsulfanyl)propionamide was dissolved in MeOH (3 mL) and OXONE® (460 mg, 1.5 mmol) in H2O (3 mL) was added. After stirring at rt for 2 h, the solvent was removed and the residue was extracted with ethyl acetate. The organic layer was dried with MgSO4 and the solvent was removed under reduced pressure. The title compound was purified by Prep-HPLC. Starting materials: [H-].[Na+] (Sodium hydride), NC=1C2=C(N=CN1)NC=C2C2=CC=C(C=C2)OC2=CC=CC=C2 (4-amino-5-(4-phenoxyphenyl)-7H-pyrrolo[2,3-d]pyrimidine), BrC(C(=O)OCC)C (ethyl 2-bromopropionate). Run in CN(C=O)C (dimethyformamide), CN(C)C=O (DMF). Run at time 30 minute. The product is NC=1C2=C(N=CN1)N(C=C2C2=CC=C(C=C2)OC2=CC=CC=C2)C(C(=O)OCC)C (ethyl 2-[4-amino-5-(4-phenoxyphenyl)-7H-pyrrolo[2,3-d]pyrimidin-7-yl]propionate). Reaction SMILES: [H-].[Na+].[NH2:3][C:4]1[C:5]2[C:12]([C:13]3[CH:18]=[CH:17][C:16]([O:19][C:20]4[CH:25]=[CH:24][CH:23]=[CH:22][CH:21]=4)=[CH:15][CH:14]=3)=[CH:11][NH:10][C:6]=2[N:7]=[CH:8][N:9]=1.Br[CH:27]([CH3:33])[C:28]([O:30][CH2:31][CH3:32])=[O:29]>CN(C)C=O>[NH2:3][C:4]1[C:5]2[C:12]([C:13]3[CH:14]=[CH:15][C:16]([O:19][C:20]4[CH:25]=[CH:24][CH:23]=[CH:22][CH:21]=4)=[CH:17][CH:18]=3)=[CH:11][N:10]([CH:27]([CH3:33])[C:28]([O:30][CH2:31][CH3:32])=[O:29])[C:6]=2[N:7]=[CH:8][N:9]=1 |f:0.1|. Procedure details: Sodium hydride (120 mg, of a 60% dispersion in mineral oil) was added to a mixture of 4-amino-5-(4-phenoxyphenyl)-7H-pyrrolo[2,3-d]pyrimidine (906 mg) in dry dimethyformamide (30 ml) and the mixture was stirred under nitrogen for 30 minutes at ambient temperature. A solution of ethyl 2-bromopropionate (543 mg) in dry DMF (10 ml) was added dropwise via a syringe over 10 minutes. The mixture was stirred at ambient temperature for 2 hours and then left for 18 hours. The mixture was evaporated under... The reactants are Cl[Sn](CCCC)(CCCC)CCCC (chloro-tri-n-butylstannane), C(=O)(O)[O-].[Na+] (NaHCO3), C(C)O\C=C/Br ((Z)-2-ethoxy-1-bromoethene), solution, C(C)(C)(C)[Li] (tert-butyl lithium). Run in C(C)OCC (diethyl ether), CCCCC (pentane). Reaction conditions: temperature -78 celsius, time 20 minute. The product is C(C)O\C=C/[Sn](CCCC)(CCCC)CCCC ((Z)-2-ethoxy-1-tri-n-butylstannanylethene). RXN SMILES: [CH2:1]([O:3]/[CH:4]=[CH:5]\Br)[CH3:2].C([Li])(C)(C)C.Cl[Sn:13]([CH2:22][CH2:23][CH2:24][CH3:25])([CH2:18][CH2:19][CH2:20][CH3:21])[CH2:14][CH2:15][CH2:16][CH3:17].C([O-])(O)=O.[Na+]>C(OCC)C.CCCCC>[CH2:1]([O:3]/[CH:4]=[CH:5]\[Sn:13]([CH2:18][CH2:19][CH2:20][CH3:21])([CH2:22][CH2:23][CH2:24][CH3:25])[CH2:14][CH2:15][CH2:16][CH3:17])[CH3:2] |f:3.4|. Procedure details: (Ref. Wollenberg, R. H.; Albizati, K. F.; Peries, R. J. Am. Chem. Soc. 1977, 99, 22, 7365-7367.) To a −78° C. solution of (Z)-2-ethoxy-1-bromoethene (5.0 mL, 46.8 mmol) in diethyl ether (160 mL) was added a 1.7 M solution of tert-butyl lithium in pentane (55 mL), dropwise over 20 min. This pale yellow solution was stirred at −78° C. for 40 min, and then chloro-tri-n-butylstannane (13.3 mL, 49.0 mmol) was added, dropwise over 7 minutes. The resulting reaction mixture was allowed to warm slowly. O...